This data is from the Open Reaction Database (ORD), a public repository of structured organic reaction records. The task is: describe an organic reaction: reactants, conditions, products, and yield Starting materials: CC(C)(C)OC(=O)N(CCc1ccc(Br)cc1)CC(O)c1cccc(Cl)c1, COC(=O)c1ccc(B(O)O)cc1, COCCOC, CCOC(C)=O, [Na+], [Na+], O=C([O-])[O-], O, [Pd], c1ccc(P(c2ccccc2)c2ccccc2)cc1, c1ccc(P(c2ccccc2)c2ccccc2)cc1, c1ccc(P(c2ccccc2)c2ccccc2)cc1, c1ccc(P(c2ccccc2)c2ccccc2)cc1. Yields the product COC(=O)c1ccc(-c2ccc(CCN(CC(O)c3cccc(Cl)c3)C(=O)OC(C)(C)C)cc2)cc1. Reaction SMILES: [Br:1][c:2]1[cH:3][cH:4][c:5]([CH2:8][CH2:9][N:10]([C:11]([O:12][C:13]([CH3:14])([CH3:15])[CH3:16])=[O:17])[CH2:18][CH:19]([OH:20])[c:21]2[cH:22][c:23]([Cl:27])[cH:24][cH:25][cH:26]2)[cH:6][cH:7]1.[CH3:28][O:29][C:30](=[O:31])[c:32]1[cH:33][cH:34][c:35]([B:38]([OH:39])[OH:40])[cH:36][cH:37]1.[CH3:47][O:48][CH2:49][CH2:50][O:51][CH3:52].[CH3:53][CH2:54][O:55][C:56](=[O:57])[CH3:58].[Na+:41].[Na+:42].[O-:43][C:44](=[O:45])[O-:46].[OH2:59].[Pd:60].[c:118]1([P:119]([c:120]2[cH:121][cH:122][cH:123][cH:124][cH:125]2)[c:126]2[cH:127][cH:128][cH:129][cH:130][cH:131]2)[cH:132][cH:133][cH:134][cH:135][cH:136]1.[c:61]1([P:62]([c:63]2[cH:64][cH:65][cH:66][cH:67][cH:68]2)[c:69]2[cH:70][cH:71][cH:72][cH:73][cH:74]2)[cH:75][cH:76][cH:77][cH:78][cH:79]1.[c:80]1([P:81]([c:82]2[cH:83][cH:84][cH:85][cH:86][cH:87]2)[c:88]2[cH:89][cH:90][cH:91][cH:92][cH:93]2)[cH:94][cH:95][cH:96][cH:97][cH:98]1.[c:99]1([P:100]([c:101]2[cH:102][cH:103][cH:104][cH:105][cH:106]2)[c:107]2[cH:108][cH:109][cH:110][cH:111][cH:112]2)[cH:113][cH:114][cH:115][cH:116][cH:117]1>>[c:2]1(-[c:35]2[cH:34][cH:33][c:32]([C:30]([O:29][CH3:28])=[O:31])[cH:37][cH:36]2)[cH:3][cH:4][c:5]([CH2:8][CH2:9][N:10]([C:11]([O:12][C:13]([CH3:14])([CH3:15])[CH3:16])=[O:17])[CH2:18][CH:19]([OH:20])[c:21]2[cH:22][c:23]([Cl:27])[cH:24][cH:25][cH:26]2)[cH:6][cH:7]1. Starting materials: BrC=1C=C(C=C(C1)C#N)OC=1C(=C(C=CC1Cl)CNC(=O)C1=C(N=CN1COCC[Si](C)(C)C)Cl)F (N-({3-[(3-bromo-5-cyanophenyl)oxy]-4-chloro-2-fluorophenyl}methyl)-4-chloro-1-({[2-(trimethylsilyl)ethyl]oxy}methyl)-1H-imidazole-5-carboxamide), C(CCC)[Sn](C(=C)OCC)(CCCC)CCCC (tributyl[1-(ethyloxy)ethenyl]stannane), Cl (HCl). The reagents and catalysts are [Cl-].C(C)[N+](CC)(CC)CC (tetraethylammoniumchloride). Run in CCOC(=O)C (EtOAc), CCOC(=O)C (EtOAc). Reaction conditions: temperature 80 celsius, time 8 hour. Yields the product C(C)(=O)C=1C=C(C=C(C1)C#N)OC=1C(=C(C=CC1Cl)CNC(=O)C1=C(N=CN1COCC[Si](C)(C)C)Cl)F (N-({3-[(3-acetyl-5-cyanophenyl)oxy]-4-chloro-2-fluorophenyl}methyl)-4-chloro-1-({[2-(trimethylsilyl)ethyl]oxy}methyl)-1H-imidazole-5-carboxamide). Isolated yield 81.7%. As a reaction SMILES: Br[C:2]1[CH:3]=[C:4]([O:10][C:11]2[C:12]([F:36])=[C:13]([CH2:18][NH:19][C:20]([C:22]3[N:26]([CH2:27][O:28][CH2:29][CH2:30][Si:31]([CH3:34])([CH3:33])[CH3:32])[CH:25]=[N:24][C:23]=3[Cl:35])=[O:21])[CH:14]=[CH:15][C:16]=2[Cl:17])[CH:5]=[C:6]([C:8]#[N:9])[CH:7]=1.C([Sn](CCCC)(CCCC)[C:42]([O:44]CC)=[CH2:43])CCC.Cl>[Cl-].C([N+](CC)(CC)CC)C.CCOC(C)=O>[C:42]([C:2]1[CH:3]=[C:4]([O:10][C:11]2[C:12]([F:36])=[C:13]([CH2:18][NH:19][C:20]([C:22]3[N:26]([CH2:27][O:28][CH2:29][CH2:30][Si:31]([CH3:32])([CH3:33])[CH3:34])[CH:25]=[N:24][C:23]=3[Cl:35])=[O:21])[CH:14]=[CH:15][C:16]=2[Cl:17])[CH:5]=[C:6]([C:8]#[N:9])[CH:7]=1)(=[O:44])[CH3:43] |f:3.4|. Procedure details: To a solution of N-({3-[(3-bromo-5-cyanophenyl)oxy]-4-chloro-2-fluorophenyl}methyl)-4-chloro-1-({[2-(trimethylsilyl)ethyl]oxy}methyl)-1H-imidazole-5-carboxamide (500 mg, 0.814 mmol), tetraethylammoniumchloride (409 mg, 2.442 mmol) and dichlorobistriphenyl phosphinepalladium(II) (57.1 mg, 0.081 mmol) was added tributyl[1-(ethyloxy)ethenyl]stannane (0.302 mL, 0.894 mmol) and the reaction mixture was stirred at 80° C. overnight. The reaction mixture was cooled to RT, diluted with EtOAc and washed w... Reactants: CC(=O)N(C(C)=O)C1=C(Cl)C(=O)c2ccccc2C1=O, CCO, Fc1ccc(N2CCNCC2)cc1. Reaction SMILES: [C:1]([CH3:2])(=[O:3])[N:4]([C:5]([CH3:6])=[O:7])[C:8]1=[C:17]([Cl:18])[C:16](=[O:19])[c:15]2[c:10]([cH:11][cH:12][cH:13][cH:14]2)[C:9]1=[O:20].[CH3:34][CH2:35][OH:36].[F:21][c:22]1[cH:23][cH:24][c:25]([N:28]2[CH2:29][CH2:30][NH:31][CH2:32][CH2:33]2)[cH:26][cH:27]1>>[C:1]([CH3:2])(=[O:3])[N:4]([C:5]([CH3:6])=[O:7])[C:8]1=[C:17]([N:31]2[CH2:30][CH2:29][N:28]([c:25]3[cH:24][cH:23][c:22]([F:21])[cH:27][cH:26]3)[CH2:33][CH2:32]2)[C:16](=[O:19])[c:15]2[c:10]([cH:11][cH:12][cH:13][cH:14]2)[C:9]1=[O:20]. Product: CC(=O)N(C(C)=O)C1=C(N2CCN(c3ccc(F)cc3)CC2)C(=O)c2ccccc2C1=O. Starting materials: Cl (HCl), C(C)(C)(C)OC(NCC1CN(C(O1)=O)C1=CC(=C(C=C1)N1CCC(C=C1)=O)F)=O ({3-[3-fluoro-4-(4-oxo-3,4-dihydro-2H-pyridin-1-yl)-phenyl]-2-oxo-oxazolidin-5-ylmethyl}-carbamic acid tert-butyl ester). The solvent is O1CCOCC1 (1,4-dioxane). Conditions: time 45 minute. Product: Cl.NCC1CN(C(O1)=O)C1=CC(=C(C=C1)N1CCC(C=C1)=O)F (1-[4-(5-aminomethyl-2-oxo-oxazolidin-3-yl)-2-fluoro-phenyl]-2,3-dihydro-1H-pyridin-4-one hydrochloride). Reaction SMILES: [ClH:1].C(OC(=O)[NH:8][CH2:9][CH:10]1[O:14][C:13](=[O:15])[N:12]([C:16]2[CH:21]=[CH:20][C:19]([N:22]3[CH:27]=[CH:26][C:25](=[O:28])[CH2:24][CH2:23]3)=[C:18]([F:29])[CH:17]=2)[CH2:11]1)(C)(C)C>O1CCOCC1>[ClH:1].[NH2:8][CH2:9][CH:10]1[O:14][C:13](=[O:15])[N:12]([C:16]2[CH:21]=[CH:20][C:19]([N:22]3[CH:23]=[CH:24][C:25](=[O:28])[CH2:26][CH2:27]3)=[C:18]([F:29])[CH:17]=2)[CH2:11]1 |f:3.4|. Procedure: 4.0 M HCl in 1,4-dioxane (25 mL) is added to {3-[3-fluoro-4-(4-oxo-3,4-dihydro-2H-pyridin-1-yl)-phenyl]-2-oxo-oxazolidin-5-ylmethyl}-carbamic acid tert-butyl ester (1.05 g, 2.6 mmol), and the mixture is stirred at r.t. for 45 min. The solvent is removed under vacuum. Resulted residue is dissolved in excess MeOH and then evaporated again under vacuum to afford 1-[4-(5-aminomethyl-2-oxo-oxazolidin-3-yl)-2-fluoro-phenyl]-2,3-dihydro-1H-pyridin-4-one hydrochloride as hydroscopic orange crystals. Yie... Starting materials: [F-].[K+] (potassium fluoride), C(CCC)[Li] (n-Butyl lithium), BrC=1C=NC(=NC1)N(C)C (5-bromo-2-dimethylaminopyrimidine), C(CCC)[Sn](CCCC)(CCCC)Cl (tri-n-butyltin chloride). Run at time 2 hour. The solvent is C(C)(=O)OCC (ethyl acetate), O1CCCC1 (tetrahydrofuran). Reported procedure: n-Butyl lithium (1.5 M n-hexane solution; 6.06 ml, 9.09 mmol) was added dropwise to a solution of 5-bromo-2-dimethylaminopyrimidine (1.75 g, 8.66 mmol) in tetrahydrofuran (18 ml) at −78° C. under argon atmosphere in 15 min. The mixture was stirred at the same temperature for 2 hrs. and then tri-n-butyltin chloride (2.5 ml) was added dropwise thereto. The mixture was stirred at the same temperature for 0.5 hrs. and then at room temperature for 1 hr. To the reaction mixture were added 10% aqueous ... Product: C(CCC)[Sn](C=1C=NC(=NC1)N(C)C)(CCCC)CCCC (5-tri-n-butylstannyl-2-dimethylaminopyrimidine). The yield is 74.0%. As a reaction SMILES: C([Li])CCC.Br[C:7]1[CH:8]=[N:9][C:10]([N:13]([CH3:15])[CH3:14])=[N:11][CH:12]=1.[CH2:16]([Sn:20](Cl)([CH2:25][CH2:26][CH2:27][CH3:28])[CH2:21][CH2:22][CH2:23][CH3:24])[CH2:17][CH2:18][CH3:19].[F-].[K+]>O1CCCC1.C(OCC)(=O)C>[CH2:25]([Sn:20]([CH2:16][CH2:17][CH2:18][CH3:19])([CH2:21][CH2:22][CH2:23][CH3:24])[C:7]1[CH:8]=[N:9][C:10]([N:13]([CH3:15])[CH3:14])=[N:11][CH:12]=1)[CH2:26][CH2:27][CH3:28] |f:3.4|. The reactants are NC=1C=CC(=C(C1)[C@]1(N=C(OC(C1(F)F)(C)C)N)C)F ((R)-4-(5-amino-2-fluoro-phenyl)-5,5-difluoro-4,6,6-trimethyl-5,6-dihydro-4H-[1,3]oxazin-2-ylamine), FC(OC=1C=CC(=NC1)C(=O)O)F (5-difluoromethoxy-pyridine-2-carboxylic acid). Yields the product NC=1OC(C([C@@](N1)(C)C=1C=C(C=CC1F)NC(=O)C1=NC=C(C=C1)OC(F)F)(F)F)(C)C (5-Difluoromethoxy-pyridine-2-carboxylic acid [3-((R)-2-amino-5,5-difluoro-4,6,6-trimethyl-5,6-dihydro-4H-[1,3]oxazin-4-yl)-4-fluoro-phenyl]-amide). As a reaction SMILES: [NH2:1][C:2]1[CH:3]=[CH:4][C:5]([F:20])=[C:6]([C@:8]2([CH3:19])[C:13]([F:15])([F:14])[C:12]([CH3:17])([CH3:16])[O:11][C:10]([NH2:18])=[N:9]2)[CH:7]=1.[F:21][CH:22]([F:33])[O:23][C:24]1[CH:25]=[CH:26][C:27]([C:30](O)=[O:31])=[N:28][CH:29]=1>>[NH2:18][C:10]1[O:11][C:12]([CH3:16])([CH3:17])[C:13]([F:14])([F:15])[C@:8]([C:6]2[CH:7]=[C:2]([NH:1][C:30]([C:27]3[CH:26]=[CH:25][C:24]([O:23][CH:22]([F:33])[F:21])=[CH:29][N:28]=3)=[O:31])[CH:3]=[CH:4][C:5]=2[F:20])([CH3:19])[N:9]=1. Procedure: The condensation of (R)-4-(5-amino-2-fluoro-phenyl)-5,5-difluoro-4,6,6-trimethyl-5,6-dihydro-4H-[1,3]oxazin-2-ylamine (intermediate XI-2) and 5-difluoromethoxy-pyridine-2-carboxylic acid (CAS1174323-34-2, WO2009091016) following procedure I yielded the title compound as a white foam. MS (ISP): m/z=459.2 [M+H]+. Reactants: C(\C=C/C(=O)O)(=O)O.C1=CC=CC2=CC3=CC=CC=C3C(=C12)OCCN (1-(9-anthryloxy)-2-aminoethane maleate), C([O-])([O-])=O.[K+].[K+] (potassium carbonate). Solvent: CCOCC (ether). Product: C1=CC=CC2=CC3=CC=CC=C3C(=C12)OCCN (1-(9-anthryloxy)-2-aminoethane). RXN SMILES: C(O)(=O)/C=C\C(O)=O.[CH:9]1[C:22]2[C:13](=[CH:14][C:15]3[C:20]([C:21]=2[O:23][CH2:24][CH2:25][NH2:26])=[CH:19][CH:18]=[CH:17][CH:16]=3)[CH:12]=[CH:11][CH:10]=1.C(=O)([O-])[O-].[K+].[K+]>CCOCC>[CH:19]1[C:20]2[C:15](=[CH:14][C:13]3[C:22]([C:21]=2[O:23][CH2:24][CH2:25][NH2:26])=[CH:9][CH:10]=[CH:11][CH:12]=3)[CH:16]=[CH:17][CH:18]=1 |f:0.1,2.3.4|. Reported procedure: 1.0 g of 1-(9-anthryloxy)-2-aminoethane maleate suspended in 50 ml of ether is stirred with a twofold stoichiometric excess of dilute aqueous potassium carbonate solution until the salt is completely dissolved. The organic layer is then separated, washed twice with water, dried over magnesium sulfate and evaporated to yield 1-(9-anthryloxy)-2-aminoethane as the free base.